From a dataset of the Open Reaction Database (ORD), a public repository of structured organic reaction records. describe an organic reaction: reactants, conditions, products, and yield Reactants: CC(C)(C)[Si](Cl)(c1ccccc1)c1ccccc1, C=C1C(=CC(=O)OCC)CC(O[Si](c2ccccc2)(c2ccccc2)C(C)(C)C)C(O)C1O, ClCCl, O, c1c[nH]cn1. Product: C=C1C(=CC(=O)OCC)CC(O[Si](c2ccccc2)(c2ccccc2)C(C)(C)C)C(O)C1O[Si](c1ccccc1)(c1ccccc1)C(C)(C)C. Reaction SMILES: [C:39]([CH3:40])([CH3:41])([CH3:42])[Si:43]([c:44]1[cH:45][cH:46][cH:47][cH:48][cH:49]1)([c:50]1[cH:51][cH:52][cH:53][cH:54][cH:55]1)[Cl:56].[CH2:1]=[C:2]1[C:3](=[CH:28][C:29](=[O:30])[O:31][CH2:32][CH3:33])[CH2:4][CH:5]([O:10][Si:11]([c:12]2[cH:13][cH:14][cH:15][cH:16][cH:17]2)([c:18]2[cH:19][cH:20][cH:21][cH:22][cH:23]2)[C:24]([CH3:25])([CH3:26])[CH3:27])[CH:6]([OH:9])[CH:7]1[OH:8].[CH2:58]([Cl:59])[Cl:60].[OH2:57].[nH:34]1[cH:35][cH:36][n:37][cH:38]1>>[CH2:1]=[C:2]1[C:3](=[CH:28][C:29](=[O:30])[O:31][CH2:32][CH3:33])[CH2:4][CH:5]([O:10][Si:11]([c:12]2[cH:13][cH:14][cH:15][cH:16][cH:17]2)([c:18]2[cH:19][cH:20][cH:21][cH:22][cH:23]2)[C:24]([CH3:25])([CH3:26])[CH3:27])[CH:6]([OH:9])[CH:7]1[O:8][Si:43]([C:39]([CH3:40])([CH3:41])[CH3:42])([c:44]1[cH:45][cH:46][cH:47][cH:48][cH:49]1)[c:50]1[cH:51][cH:52][cH:53][cH:54][cH:55]1. Starting materials: C(C)OC(C=1C=C(C(=O)OCC)C=C(N1)OC)=N (Ethyl 2-(ethoxy(imino)methyl)-6-methoxyisonicotinate), ClC=1C=C(C(=O)OCC)C=C(N1)CC (ethyl 2-chloro-6-ethylisonicotinate). The product is C(C)OC(C=1C=C(C(=O)OCC)C=C(N1)CC)=N (Ethyl 2-(ethoxy(imino)methyl)-6-ethylisonicotinate). As a reaction SMILES: [CH2:1]([O:3][C:4](=[NH:18])[C:5]1[CH:6]=[C:7]([CH:13]=[C:14](OC)[N:15]=1)[C:8]([O:10][CH2:11][CH3:12])=[O:9])[CH3:2].Cl[C:20]1[CH:21]=C(C=C(CC)N=1)C(OCC)=O>>[CH2:1]([O:3][C:4](=[NH:18])[C:5]1[CH:6]=[C:7]([CH:13]=[C:14]([CH2:20][CH3:21])[N:15]=1)[C:8]([O:10][CH2:11][CH3:12])=[O:9])[CH3:2]. Reported procedure: The title compound was prepared by a method analogous to Intermediate 17 but using ethyl 2-chloro-6-ethylisonicotinate as the starting material. GCMS analysis of the reaction mixture showed the presence of the desired product. MS (EI+) (M+) 250; GCMS retention time 3.611 minutes (Method O). Reactants: C([O-])([O-])=O.[K+].[K+] (potassium carbonate), C(CCS)S (1,3-propanedithiol), FC1=CC=C(C=C1)C(C(C)(CC1=CC=CC=C1)N(C)C)=O (1-(4-fluorophenyl) 2-dimethylamino-2-benzyl-propan-1-one). Solvent: CC(=O)N(C)C (dimethylacetamide), CC(=O)N(C)C (dimethylacetamide). Reaction conditions: temperature 50 celsius, time 12 hour. Yields the product SCCCSC=1C=C(C=CC1)C(C(C)(CC1=CC=CC=C1)N(C)C)=O (1-[3-(Mercaptopropylthio)phenyl]-2-dimethylamino-2-benzyl-propan-1-one). As a reaction SMILES: [CH2:1]([SH:5])[CH2:2][CH2:3][SH:4].C(=O)([O-])[O-].[K+].[K+].F[C:13]1[CH:18]=[CH:17][C:16]([C:19](=[O:32])[C:20]([N:29]([CH3:31])[CH3:30])([CH2:22][C:23]2[CH:28]=[CH:27][CH:26]=[CH:25][CH:24]=2)[CH3:21])=[CH:15][CH:14]=1>CC(N(C)C)=O>[SH:4][CH2:3][CH2:2][CH2:1][S:5][C:18]1[CH:17]=[C:16]([C:19](=[O:32])[C:20]([N:29]([CH3:30])[CH3:31])([CH2:22][C:23]2[CH:24]=[CH:25][CH:26]=[CH:27][CH:28]=2)[CH3:21])[CH:15]=[CH:14][CH:13]=1 |f:1.2.3|. Procedure details: 22.8 g (0.21 mol) of 1,3-propanedithiol is dissolved in 50 ml of dry dimethylacetamide, 4.8 g of potassium carbonate are added and the mixture is heated to about 50° C. 10.0 g of 1-(4-fluorophenyl) 2-dimethylamino-2-benzyl-propan-1-one in 50 ml of dry dimethylacetamide are added dropwise. The suspension is stirred at 50° C. for 12 h, the solid is filtered off. The excess 1,3-propandithiol and dimethylacetamide are distilled off. To the residue toulene is added and the resulting precipitate is fi... Reactants: Brc1ccncc1, CCOC(C(=O)NCc1ccc(C#N)cc1)c1c(F)cc(B2OC(C)(C)C(C)(C)O2)cc1F, COCCOC, Cl, [Na+], [Na+], O=C([O-])[O-], O. Yields the product CCOC(C(=O)NCc1ccc(C#N)cc1)c1c(F)cc(-c2ccncc2)cc1F. As a reaction SMILES: [Br:35][c:36]1[cH:37][cH:38][n:39][cH:40][cH:41]1.[C:1](#[N:2])[c:3]1[cH:4][cH:5][c:6]([CH2:7][NH:8][C:9]([CH:10]([O:11][CH2:12][CH3:13])[c:14]2[c:15]([F:30])[cH:16][c:17]([B:21]3[O:22][C:23]([CH3:24])([CH3:25])[C:26]([CH3:27])([CH3:28])[O:29]3)[cH:18][c:19]2[F:20])=[O:31])[cH:32][cH:33]1.[CH3:48][O:49][CH2:50][CH2:51][O:52][CH3:53].[ClH:34].[Na+:42].[Na+:43].[O-:44][C:45](=[O:46])[O-:47].[OH2:54]>>[C:1](#[N:2])[c:3]1[cH:4][cH:5][c:6]([CH2:7][NH:8][C:9]([CH:10]([O:11][CH2:12][CH3:13])[c:14]2[c:15]([F:30])[cH:16][c:17](-[c:36]3[cH:37][cH:38][n:39][cH:40][cH:41]3)[cH:18][c:19]2[F:20])=[O:31])[cH:32][cH:33]1. Starting materials: C(C1=CC=CC=C1)NC(=O)C1=C(N=C(S1)N1C(N(CC1)CC=1C=C(C(=O)OCC)C=CC1)=O)C (ethyl 3-((3-(5-(benzylcarbamoyl)-4-methylthiazol-2-yl)-2-oxoimidazolidin-1-yl)methyl)benzoate), C(C1=CC=CC=C1)NC(=O)C1=C(N=C(S1)N1C(N(CC1)CC=1C=C(C(=O)OC)C=CC1)=O)C (methyl 3-((3-(5-(benzylcarbamoyl)-4-methylthiazol-2-yl)-2-oxoimidazolidin-1-yl)methyl)benzoate). The product is C(C1=CC=CC=C1)NC(=O)C1=C(N=C(S1)N1C(N(CC1)CC=1C=C(C(=O)O)C=CC1)=O)C (3-((3-(5-(benzylcarbamoyl)-4-methylthiazol-2-yl)-2-oxoimidazolidin-1-yl)methyl)benzoic acid). The yield is 85.0%. RXN SMILES: [CH2:1]([NH:8][C:9]([C:11]1[S:15][C:14]([N:16]2[CH2:20][CH2:19][N:18]([CH2:21][C:22]3[CH:23]=[C:24]([CH:30]=[CH:31][CH:32]=3)[C:25]([O:27]CC)=[O:26])[C:17]2=[O:33])=[N:13][C:12]=1[CH3:34])=[O:10])[C:2]1[CH:7]=[CH:6][CH:5]=[CH:4][CH:3]=1.C(NC(C1SC(N2CCN(CC3C=C(C=CC=3)C(OC)=O)C2=O)=NC=1C)=O)C1C=CC=CC=1>>[CH2:1]([NH:8][C:9]([C:11]1[S:15][C:14]([N:16]2[CH2:20][CH2:19][N:18]([CH2:21][C:22]3[CH:23]=[C:24]([CH:30]=[CH:31][CH:32]=3)[C:25]([OH:27])=[O:26])[C:17]2=[O:33])=[N:13][C:12]=1[CH3:34])=[O:10])[C:2]1[CH:7]=[CH:6][CH:5]=[CH:4][CH:3]=1. Reported procedure: Following the procedure as described in Example 25, making variations as required to replace ethyl 3-((3-(5-(benzylcarbamoyl)-4-methylthiazol-2-yl)-2-oxoimidazolidin-1-yl)methyl)benzoate with methyl 3-((3-(5-(benzylcarbamoyl)-4-methylthiazol-2-yl)-2-oxoimidazolidin-1-yl)methyl)benzoate, the title compound was obtained as a colorless solid in 85% yield: mp 143-145° C. (methanol/hexanes); 1H NMR (300 MHz, DMSO-d6) δ 8.55 (t, J=5.9 Hz, 1H), 7.89-7.87 (m, 2H), 7.58-7.46 (m, 2H), 7.37-7.20 (m, 5H), 4... Reactants: ClC=1C=C(C=CC1)C1=CC(=NC=2N1N=CC2C#N)C (7-(3-chlorophenyl)-5-methylpyrazolo[1,5-a]pyrimidine-3-carbonitrile), O1CCCC1 (tetrahydrofuran), CO (methyl alcohol), [BH4-].[Na+] (sodium borohydride). The solvent is C(Cl)(Cl)Cl (chloroform). Reaction conditions: time 8 hour. Yields the product ClC=1C=C(C=CC1)C1CC(NC=2N1N=CC2C#N)C (7-(3-Chlorophenyl)-4,5,6,7,-tetrahydro-5-methylpyrazolo[1,5-a]pyrimidine-3-carbonitrile). Reaction SMILES: [Cl:1][C:2]1[CH:3]=[C:4]([C:8]2[N:13]3[N:14]=[CH:15][C:16]([C:17]#[N:18])=[C:12]3[N:11]=[C:10]([CH3:19])[CH:9]=2)[CH:5]=[CH:6][CH:7]=1.O1CCCC1.CO.[BH4-].[Na+]>C(Cl)(Cl)Cl>[Cl:1][C:2]1[CH:3]=[C:4]([CH:8]2[N:13]3[N:14]=[CH:15][C:16]([C:17]#[N:18])=[C:12]3[NH:11][CH:10]([CH3:19])[CH2:9]2)[CH:5]=[CH:6][CH:7]=1 |f:3.4|. Procedure: To an unweighed amount of 7-(3-chlorophenyl)-5-methylpyrazolo[1,5-a]pyrimidine-3-carbonitrile (prepared as described in Ex. 14) in a stirred mixture of one liter of tetrahydrofuran and one liter of methyl alcohol, under nitrogen was added 20.0 g of sodium borohydride, portionwise. The mixture was stirred for 8 hours at room temperature, then allowed to stand for 3 days providing two layers. The top layer was separated, dried over anhydrous sodium sulfate and filtered. The filtrate was evaporated...